Dataset: the Open Reaction Database (ORD), a public repository of structured organic reaction records. Task: describe an organic reaction: reactants, conditions, products, and yield The reactants are Cl, COc1cc(NC(C)=O)ccc1-c1cn2ncccc2n1. Yields the product COc1cc(N)ccc1-c1cn2ncccc2n1. RXN SMILES: [ClH:22].[NH:1]([C:2]([CH3:3])=[O:4])[c:5]1[cH:6][c:7]([O:20][CH3:21])[c:8](-[c:11]2[n:12][c:13]3[n:14]([n:15][cH:16][cH:17][cH:18]3)[cH:19]2)[cH:9][cH:10]1>>[NH2:1][c:5]1[cH:6][c:7]([O:20][CH3:21])[c:8](-[c:11]2[n:12][c:13]3[n:14]([n:15][cH:16][cH:17][cH:18]3)[cH:19]2)[cH:9][cH:10]1.